This data is from the Open Reaction Database (ORD), a public repository of structured organic reaction records. The task is: describe an organic reaction: reactants, conditions, products, and yield Reactants: BrC=1SC2=C(N1)C=CC=C2[N+](=O)[O-] (2-bromo-7-nitro-1,3-benzothiazole), CC1=C(C=CC(=C1)C)O (2,4-dimethylphenol), C([O-])([O-])=O.[K+].[K+] (potassium carbonate). Solvent: CN(C)C=O (DMF), O (water). Run at temperature 80 celsius, time 15 hour. Yields the product CC1=C(OC=2SC3=C(N2)C=CC=C3[N+](=O)[O-])C=CC(=C1)C (2-(2,4-Dimethylphenoxy)-7-nitro-1,3-benzothiazole). Yield: 97.5%. RXN SMILES: Br[C:2]1[S:3][C:4]2[C:10]([N+:11]([O-:13])=[O:12])=[CH:9][CH:8]=[CH:7][C:5]=2[N:6]=1.[CH3:14][C:15]1[CH:20]=[C:19]([CH3:21])[CH:18]=[CH:17][C:16]=1[OH:22].C(=O)([O-])[O-].[K+].[K+]>CN(C=O)C.O>[CH3:14][C:15]1[CH:20]=[C:19]([CH3:21])[CH:18]=[CH:17][C:16]=1[O:22][C:2]1[S:3][C:4]2[C:10]([N+:11]([O-:13])=[O:12])=[CH:9][CH:8]=[CH:7][C:5]=2[N:6]=1 |f:2.3.4|. Procedure: A mixture of 2-bromo-7-nitro-1,3-benzothiazole (200 mg, 0.772 mmol), 2,4-dimethylphenol (0.093 ml, 0.772 mmol) and potassium carbonate (128 mg, 0.772 mmol) in DMF (10 ml) was stirred at 80° C. for 15 h. The mixture was diluted with water and extracted with ethyl acetate (AcOEt). The extract was washed with saturated NaHCO3 solution and brine, dried over Magnesium sulfate and concentrated under vacuum. The residue was purified by chromatography eluting with 10% AcOEt in n-hexane to afford 226 mg ... Procedure: 0.6 g (2.7 mmol) of 2-methylthio-4-methyl-4-phenyl-2-imidazolin-5-one in solution in 50 ml of anhydrous tetrahydrofuran (THF) is charged to a 100 ml, three-necked, round-bottomed flask under an inert atmosphere. The solution is stirred with a magnetic stirrer and is cooled to 0° C. (ice bath+acetone). 0.30 g (1 molar equivalent) of potassium tert-butoxide is added and the mixture is stirred for 10 minutes at 0° C. A solution containing 0.40 g of phenylsulfenyl chloride (phenylthio chloride) and ... Run in O1CCCC1 (THF), O (water), O1CCCC1 (tetrahydrofuran). The product is C1(=CC=CC=C1)C1(N=C(N(C1=O)SC1=CC=CC=C1)SC)C (4-phenyl-4-methyl-1-(phenylthio)-2-methylthio-2-imidazolin-5-one). Reaction SMILES: [CH3:1][S:2][C:3]1[NH:4][C:5](=[O:15])[C:6]([CH3:14])([C:8]2[CH:13]=[CH:12][CH:11]=[CH:10][CH:9]=2)[N:7]=1.CC(C)=O.CC(C)([O-])C.[K+].[C:26]1([S:32]Cl)[CH:31]=[CH:30][CH:29]=[CH:28][CH:27]=1>O1CCCC1.O>[C:8]1([C:6]2([CH3:14])[C:5](=[O:15])[N:4]([S:32][C:26]3[CH:31]=[CH:30][CH:29]=[CH:28][CH:27]=3)[C:3]([S:2][CH3:1])=[N:7]2)[CH:13]=[CH:12][CH:11]=[CH:10][CH:9]=1 |f:2.3|. Conditions: time 1 hour. Starting materials: C1(=CC=CC=C1)SCl (phenylsulfenyl chloride), CSC=1NC(C(N1)(C1=CC=CC=C1)C)=O (2-methylthio-4-methyl-4-phenyl-2-imidazolin-5-one), CC(C)([O-])C.[K+] (potassium tert-butoxide), CC(=O)C (acetone). The reactants are COC(C)(OC)P([O-])(=O)C.[Na+] (Sodium (1,1-dimethoxyethyl)methylphosphinate), [Cl-].C(CCC)[N+]=1N=C(N(C1CCCC)NC)CCCC (1,3,5-tributyl-4-methylamino-1,2,4-triazolium chloride). Product: COC(C)(OC)P([O-])(=O)C.C(CCC)[N+]=1N=C(N(C1CCCC)NC)CCCC (1,3,5-Tributyl-4-methylamino-1,2,4-triazolium (1,1-dimethoxyethyl)methylphosphinate). Isolated yield 73.4%. RXN SMILES: [CH3:1][O:2][C:3]([P:7]([CH3:10])(=[O:9])[O-:8])([O:5][CH3:6])[CH3:4].[Na+].[Cl-].[CH2:13]([N+:17]1[N:18]=[C:19]([CH2:28][CH2:29][CH2:30][CH3:31])[N:20]([NH:26][CH3:27])[C:21]=1[CH2:22][CH2:23][CH2:24][CH3:25])[CH2:14][CH2:15][CH3:16]>>[CH3:1][O:2][C:3]([P:7]([CH3:10])(=[O:8])[O-:9])([O:5][CH3:6])[CH3:4].[CH2:13]([N+:17]1[N:18]=[C:19]([CH2:28][CH2:29][CH2:30][CH3:31])[N:20]([NH:26][CH3:27])[C:21]=1[CH2:22][CH2:23][CH2:24][CH3:25])[CH2:14][CH2:15][CH3:16] |f:0.1,2.3,4.5|. Procedure details: By the procedure of Example 50 the product of Example 18 (3.8 g) and 1,3,5-tributyl-4-methylamino-1,2,4-triazolium chloride (5.7 g) were mixed and the resulting sodium chloride filtered off. The filtrate was evaporated in vacuo and the residual oil treated with acetone. Unreacted phosphinate (0.3 g) was filtered off and the filtrate evaporated in vacuo, finally at the oil pump, to give the required salt as an amber oil (6.0 g). The nmr spectrum was in agreement with the structure. The reactants are FC=1C(=C(C(=O)Cl)C=CC1)C (3-fluoro-2-methylbenzoyl chloride), NC1=CC(=C(C(=O)N2CCC=3N(C4=C2C=CC=C4)C=CC3)C=C1)Cl (6,7-dihydro-5-(4-amino-2-chlorobenzoyl)-5H-pyrrolo-[1,2-a][1,5]benzodiazepine), C1(=CC=CC=C1)CS(=O)(=O)NC1=CC=C(C(=O)N2CC=3N(CC4=C2C=CC=C4)C=CC3)C=C1 (10-[4-[[(Phenylmethyl)sulfonyl]amino]benzoyl]-10,11-dihydro-5H-pyrrolo[2,1-c][1,4]benzodiazepine), [OH-].[Na+] (NaOH). Run in ClCCl (dichloromethane), ClCCl (dichloromethane), C(C)N(CC)CC (triethylamine). Run at time 2 hour. Yields the product C1=CC=CC=2N(CCC=3N(C21)C=CC3)C(=O)C3=C(C=C(C=C3)NC(C3=C(C(=CC=C3)F)C)=O)Cl (N-[4-[(6,7-Dihydro-5H-pyrrolo[1,2-a][1,5]benzodiazepin-5-yl)carbonyl]-3-chlorophenyl]-3-fluoro-2-methylbenzamide). The yield is 106.9%. RXN SMILES: [NH2:1][C:2]1[CH:23]=[CH:22][C:5]([C:6]([N:8]2[C:14]3[CH:15]=[CH:16][CH:17]=[CH:18][C:13]=3[N:12]3[CH:19]=[CH:20][CH:21]=[C:11]3[CH2:10][CH2:9]2)=[O:7])=[C:4]([Cl:24])[CH:3]=1.[F:25][C:26]1[C:27]([CH3:35])=[C:28]([CH:32]=[CH:33][CH:34]=1)[C:29](Cl)=[O:30].C1(CS(NC2C=CC(C(N3C4C=CC=CC=4CN4C=CC=C4C3)=O)=CC=2)(=O)=O)C=CC=CC=1.[OH-].[Na+]>ClCCl.C(N(CC)CC)C>[CH:18]1[C:13]2[N:12]3[CH:19]=[CH:20][CH:21]=[C:11]3[CH2:10][CH2:9][N:8]([C:6]([C:5]3[CH:22]=[CH:23][C:2]([NH:1][C:29](=[O:30])[C:28]4[CH:32]=[CH:33][CH:34]=[C:26]([F:25])[C:27]=4[CH3:35])=[CH:3][C:4]=3[Cl:24])=[O:7])[C:14]=2[CH:15]=[CH:16][CH:17]=1 |f:3.4|. Procedure details: To a mixture of 0.10 g of 6,7-dihydro-5-(4-amino-2-chlorobenzoyl)-5H-pyrrolo-[1,2-a][1,5]benzodiazepine and 0.06 g of triethylamine in 6 ml of dichloromethane is added 0.08 g of 3-fluoro-2-methylbenzoyl chloride in 0.5 ml of dichloromethane. The mixture is stirred for 2 hours at room temperature and then 2 ml of 1 NaOH added. The volatiles are evaporated under vacuum and the residue dissolved in 2 ml of tetrahydrofuran and 1 ml of methanol. The mixture is stirred for 2 hours and evaporated and t... Reactants: CC#CCO, [Cl-], Fc1ccc(F)c(Cc2cc(Cl)ncn2)c1Cl, [H-], [NH4+], [Na+], C1CCOC1. Yields the product CC#CCOc1cc(Cc2c(F)ccc(F)c2Cl)ncn1. RXN SMILES: [CH2:3]([C:4]#[C:5][CH3:6])[OH:7].[Cl-:25].[Cl:8][c:9]1[n:10][cH:11][n:12][c:13]([CH2:15][c:16]2[c:17]([Cl:24])[c:18]([F:23])[cH:19][cH:20][c:21]2[F:22])[cH:14]1.[H-:1].[NH4+:26].[Na+:2].[O:27]1[CH2:28][CH2:29][CH2:30][CH2:31]1>>[CH2:3]([C:4]#[C:5][CH3:6])[O:7][c:9]1[n:10][cH:11][n:12][c:13]([CH2:15][c:16]2[c:17]([Cl:24])[c:18]([F:23])[cH:19][cH:20][c:21]2[F:22])[cH:14]1. Reactants: COC(=O)c1ccc2c(N)cccc2n1, CC(=O)O, Cc1ccccc1, CC(C)(CC(O)(C=O)C(F)(F)F)c1cc(Cl)cc2c1OCC2. The product is COC(=O)c1ccc2c(N=CC(O)(CC(C)(C)c3cc(Cl)cc4c3OCC4)C(F)(F)F)cccc2n1. RXN SMILES: [CH3:23][O:24][C:25](=[O:26])[c:27]1[n:28][c:29]2[cH:30][cH:31][cH:32][c:33]([NH2:37])[c:34]2[cH:35][cH:36]1.[CH3:38][C:39](=[O:40])[OH:41].[CH3:42][c:43]1[cH:44][cH:45][cH:46][cH:47][cH:48]1.[Cl:1][c:2]1[cH:3][c:4]([C:11]([CH2:12][C:13]([CH:14]=[O:15])([C:16]([F:17])([F:18])[F:19])[OH:20])([CH3:21])[CH3:22])[c:5]2[c:6]([cH:10]1)[CH2:7][CH2:8][O:9]2>>[Cl:1][c:2]1[cH:3][c:4]([C:11]([CH2:12][C:13]([CH:14]=[N:37][c:33]2[cH:32][cH:31][cH:30][c:29]3[n:28][c:27]([C:25]([O:24][CH3:23])=[O:26])[cH:36][cH:35][c:34]32)([C:16]([F:17])([F:18])[F:19])[OH:20])([CH3:21])[CH3:22])[c:5]2[c:6]([cH:10]1)[CH2:7][CH2:8][O:9]2. The reactants are C(C)N1C(SCC1=O)=S (3-ethyl-rhodanine), Cl(=O)(=O)(=O)[O-].ClC1=[N+](C(C2=CC=CC=C12)=CN(C)C)CC (3-chloro-1-dimethylaminomethylene-2-ethyl-1H-isoindolium perchlorate). Run in C(C)N(CC)CC (triethylamine). The product is ClC=1N(C(=C2C=CC=CC12)C=C1C(N(C(S1)=S)CC)=O)CC (5-[(3-Chloro-2-ethylisoindol-1-yl)methylene]-3-ethylrhodanine). RXN SMILES: [CH2:1]([N:3]1[C:7](=[O:8])[CH2:6][S:5][C:4]1=[S:9])[CH3:2].Cl([O-])(=O)(=O)=O.[Cl:15][C:16]1[C:24]2[C:19](=[CH:20][CH:21]=[CH:22][CH:23]=2)[C:18](=[CH:25]N(C)C)[N+:17]=1[CH2:29][CH3:30]>C(N(CC)CC)C>[Cl:15][C:16]1[N:17]([CH2:29][CH3:30])[C:18]([CH:25]=[C:6]2[S:5][C:4](=[S:9])[N:3]([CH2:1][CH3:2])[C:7]2=[O:8])=[C:19]2[C:24]=1[CH:23]=[CH:22][CH:21]=[CH:20]2 |f:1.2|. Reported procedure: This dye was prepared by the interaction of 3-ethyl-rhodanine and 3-chloro-1-dimethylaminomethylene-2-ethyl-1H-isoindolium perchlorate in the presence of triethylamine. The dye after purification by recrystallization from methanol melted at 119° C. MeOH λ max 505 nm. Starting materials: C(C)(C)(C)OC(=O)N1C[C@H]([C@@H](CC1)C1=CC=C(C=C1)F)COCC1=CC(=CC(=C1)C(F)(F)F)C(F)(F)F ((−)-(3S,4R)-3-(3,5-bis-trifluoromethyl-benzyloxymethyl)-4-(4-fluoro-phenyl)-piperidine-1-carboxylic acid tert-butyl ester), solution, Cl (hydrochloric acid), CO (methanol). The product is Cl.FC(C=1C=C(COC[C@@H]2CNCC[C@H]2C2=CC=C(C=C2)F)C=C(C1)C(F)(F)F)(F)F ((−)-(3S,4R)-3-(3,5-Bis-trifluoromethyl-benzyloxymethyl)-4-(4-fluoro-phenyl)-piperidine hydrochloride). Reaction SMILES: C(OC([N:8]1[CH2:13][CH2:12][C@@H:11]([C:14]2[CH:19]=[CH:18][C:17]([F:20])=[CH:16][CH:15]=2)[C@H:10]([CH2:21][O:22][CH2:23][C:24]2[CH:29]=[C:28]([C:30]([F:33])([F:32])[F:31])[CH:27]=[C:26]([C:34]([F:37])([F:36])[F:35])[CH:25]=2)[CH2:9]1)=O)(C)(C)C.[ClH:38].CO>>[ClH:38].[F:33][C:30]([F:31])([F:32])[C:28]1[CH:29]=[C:24]([CH:25]=[C:26]([C:34]([F:35])([F:36])[F:37])[CH:27]=1)[CH2:23][O:22][CH2:21][C@H:10]1[C@H:11]([C:14]2[CH:15]=[CH:16][C:17]([F:20])=[CH:18][CH:19]=2)[CH2:12][CH2:13][NH:8][CH2:9]1 |f:3.4|. Procedure details: A solution of (−)-(3S,4R)-3-(3,5-bis-trifluoromethyl-benzyloxymethyl)-4-(4-fluoro-phenyl)-piperidine-1-carboxylic acid tert-butyl ester (1.10 g, 2.05 mmol) in a 1.25 M solution of hydrochloric acid in methanol (16.4 ml, 3.3 mmol) was stirred for 30 min. at 40° C. The reaction mixture was concentrated to dryness and the residue was partitioned between tert-butyl methyl ether and a 1 M aqueous sodium hydroxide solution. After extraction with three portions of tert-butyl methyl ether the combined o... Starting materials: O=C([O-])[O-], Cc1nc(N)nc2c1C(=NOCC1COC(C)(C)O1)NC(c1ccc(F)cc1Br)C2, COc1cccc(B2OC(C)(C)C(C)(C)O2)n1, CCOC(C)=O, O=C(O)C(F)(F)F, [Na+], [Na+]. Product: COc1cccc(-c2cc(F)ccc2C2Cc3nc(N)nc(C)c3C(=NOCC3COC(C)(C)O3)N2)n1. RXN SMILES: [C:48](=[O:49])([O-:50])[O-:51].[CH3:1][C:2]1([CH3:30])[O:3][CH2:4][CH:5]([CH2:7][O:8][N:9]=[C:10]2[NH:11][CH:12]([c:22]3[c:23]([Br:29])[cH:24][c:25]([F:28])[cH:26][cH:27]3)[CH2:13][c:14]3[n:15][c:16]([NH2:21])[n:17][c:18]([CH3:20])[c:19]32)[O:6]1.[CH3:31][O:32][c:33]1[n:34][c:35]([B:39]2[O:40][C:41]([CH3:42])([CH3:43])[C:44]([CH3:45])([CH3:46])[O:47]2)[cH:36][cH:37][cH:38]1.[CH3:61][CH2:62][O:63][C:64]([CH3:65])=[O:66].[F:54][C:55]([F:56])([F:57])[C:58]([OH:59])=[O:60].[Na+:52].[Na+:53]>>[CH3:1][C:2]1([CH3:30])[O:3][CH2:4][CH:5]([CH2:7][O:8][N:9]=[C:10]2[NH:11][CH:12]([c:22]3[c:23](-[c:35]4[n:34][c:33]([O:32][CH3:31])[cH:38][cH:37][cH:36]4)[cH:24][c:25]([F:28])[cH:26][cH:27]3)[CH2:13][c:14]3[n:15][c:16]([NH2:21])[n:17][c:18]([CH3:20])[c:19]32)[O:6]1.